describe an organic reaction: reactants, conditions, products, and yield From a dataset of the Open Reaction Database (ORD), a public repository of structured organic reaction records. The reactants are O=C([O-])[O-], Cc1cc(N)cc(-c2cncs2)c1, Clc1nccc(C2CC2)n1, [Cs+], [Cs+], CC(=O)[O-], CC(=O)[O-], C1COCCO1, [Pd+2]. Product: Cc1cc(Nc2nccc(C3CC3)n2)cc(-c2cncs2)c1. Reaction SMILES: [C:14](=[O:15])([O-:16])[O-:17].[CH3:1][c:2]1[cH:3][c:4]([NH2:5])[cH:6][c:7](-[c:9]2[cH:10][n:11][cH:12][s:13]2)[cH:8]1.[Cl:20][c:21]1[n:22][cH:23][cH:24][c:25]([CH:27]2[CH2:28][CH2:29]2)[n:26]1.[Cs+:18].[Cs+:19].[O-:31][C:32]([CH3:33])=[O:34].[O-:35][C:36]([CH3:37])=[O:38].[O:39]1[CH2:40][CH2:41][O:42][CH2:43][CH2:44]1.[Pd+2:30]>>[CH3:1][c:2]1[cH:3][c:4]([NH:5][c:21]2[n:22][cH:23][cH:24][c:25]([CH:27]3[CH2:28][CH2:29]3)[n:26]2)[cH:6][c:7](-[c:9]2[cH:10][n:11][cH:12][s:13]2)[cH:8]1. Starting materials: C(SC1=CC=CC=C1)(SC)=O (S-phenyl S-methyl dithiocarbonate), Example 3, N1C=NC=C1 (imidazole). Run in C(CO)O (ethylene glycol), C(CO)O (ethylene glycol). Run at temperature 160 celsius. Product: C1(=CC=CC=C1)SC(C)O (phenylmercaptoethanol). Isolated yield 90.0%. Reaction SMILES: [C:1](=[O:11])(SC)[S:2][C:3]1[CH:8]=[CH:7][CH:6]=[CH:5][CH:4]=1.N1C=CN=[CH:13]1>C(O)CO>[C:3]1([S:2][CH:1]([OH:11])[CH3:13])[CH:8]=[CH:7][CH:6]=[CH:5][CH:4]=1. Reported procedure: S-phenyl S-methyl dithiocarbonate prepared as described in Example 3 (5 g), ethylene glycol (5 ml), and imidazole (0.1 g) were placed in a stirred flask and heated to 160° C. for 10 hours. At this time, the major component (excepting ethylene glycol) was identified by g.c. comparison with an authentic sample as phenylmercaptoethanol (g.c. suggested over 90 percent yield). Starting materials: CC(C)C[C@@H](C(CCC(C)C)=O)NS(=O)(=O)C=1C(=CC=CC1)C ((4S)-2,8-Dimethyl-4-[(toluenesulfonyl)amino]-5-nonanone), C(=C)[Mg]Br (vinyl magnesium bromide), solution. The solvent is C1CCOC1 (THF), C1CCOC1 (THF). The product is CC(C)C[C@@H](C(CCC(C)C)(C=C)O)NS(=O)(=O)C=1C(=CC=CC1)C ((4S)-2,8-Dimethyl-5-hydroxy-4-[(toluenesulfonyl)amino]-5-vinylnonane). The yield is 95.0%. Reaction SMILES: [CH3:1][CH:2]([CH2:4][C@H:5]([NH:13][S:14]([C:17]1[C:18]([CH3:23])=[CH:19][CH:20]=[CH:21][CH:22]=1)(=[O:16])=[O:15])[C:6](=[O:12])[CH2:7][CH2:8][CH:9]([CH3:11])[CH3:10])[CH3:3].[CH:24]([Mg]Br)=[CH2:25]>C1COCC1>[CH3:3][CH:2]([CH2:4][C@H:5]([NH:13][S:14]([C:17]1[C:18]([CH3:23])=[CH:19][CH:20]=[CH:21][CH:22]=1)(=[O:16])=[O:15])[C:6]([OH:12])([CH:24]=[CH2:25])[CH2:7][CH2:8][CH:9]([CH3:10])[CH3:11])[CH3:1]. Reported procedure: To a stirred 0° C. solution of the resultant compound of Example 5 (79 mg, 0.23 mmol) in dry THF (8 ml) was added vinyl magnesium bromide (1.5 ml of a 1.0M solution in THF) dropwise. The mixture was warmed (room temperature, 10 hours), quenched (8 ml H2O+2 ml brine), acidified with 0.1M H3PO4 (pH=7), and extracted with ether (3×4 ml). The combined ether phase was washed (4 ml brine), dried (Na2SO4), filtered, and evaporated to give 81 mg (95%) of the desired product as a 4:1 mixture of diastereo... The reactants are N(=C=O)C=1C=C2CCCC2=CC1 (5-isocyanato-2,3-dihydro-1H-indene), NC1=CC=C(C=C1)C1=CN=C(O1)C(=O)NC(C(=O)OC)C(C)C (methyl 2-(5-(4-aminophenyl)oxazole-2-carboxamido)-3-methylbutanoate). The product is C1CCC2=CC(=CC=C12)NC(NC1=CC=C(C=C1)C1=CN=C(O1)C(=O)N[C@H](C(=O)OC)C(C)C)=O ((S)-methyl 2-(5-(4-(3-(2,3-dihydro-1H-inden-5-yl)ureido)phenyl)oxazole-2-carboxamido)-3-methylbutanoate). Yield: 92.0%. Reaction SMILES: [N:1]([C:4]1[CH:5]=[C:6]2[C:10](=[CH:11][CH:12]=1)[CH2:9][CH2:8][CH2:7]2)=[C:2]=[O:3].[NH2:13][C:14]1[CH:19]=[CH:18][C:17]([C:20]2[O:24][C:23]([C:25]([NH:27][CH:28]([CH:33]([CH3:35])[CH3:34])[C:29]([O:31][CH3:32])=[O:30])=[O:26])=[N:22][CH:21]=2)=[CH:16][CH:15]=1>>[CH2:9]1[C:10]2[C:6](=[CH:5][C:4]([NH:1][C:2](=[O:3])[NH:13][C:14]3[CH:19]=[CH:18][C:17]([C:20]4[O:24][C:23]([C:25]([NH:27][C@@H:28]([CH:33]([CH3:35])[CH3:34])[C:29]([O:31][CH3:32])=[O:30])=[O:26])=[N:22][CH:21]=4)=[CH:16][CH:15]=3)=[CH:12][CH:11]=2)[CH2:7][CH2:8]1. Procedure details: The title compound was synthesized analogous to Example 1, using 5-isocyanato-2,3-dihydro-1H-indene (84.87 mg, 0.533 mmol) and intermediate 1. Yield: 92%; 1H NMR (DMSO-d6, 300 MHz): δ 9.005-8.978 (d, 1H), 8.912 (s, 1H), 8.624 (s, 1H), 7.804 (s, 1H), 7.781-7.752 (d, J=8.7 Hz, 2H), 7.617-7.587 (d, J=9 Hz, 2H), 7.395 (s, 1H), 7.172-7.106 (m, 2H), 4.328-4.277 (m, 1H), 3.681 (s, 3H), 2.860-2.772 (m, 4H), 2.286-2.217 (m, 1H), 2.052-2.154 (m, 2H), 0.980-0.928 (d, J=6.9 Hz, 6H); MS (ESI) m/z 475 [M−H], ... The reactants are Cc1oc(-c2ccccc2)nc1CCO, CC(=O)O, N#Cc1ccc(F)cc1, [H-], [Na+], C1CCOC1, O. Product: Cc1oc(-c2ccccc2)nc1CCOc1ccc(C#N)cc1. Reaction SMILES: [CH3:1][c:2]1[c:3]([CH2:13][CH2:14][OH:15])[n:4][c:5](-[c:7]2[cH:8][cH:9][cH:10][cH:11][cH:12]2)[o:6]1.[CH3:33][C:34](=[O:35])[OH:36].[F:16][c:17]1[cH:18][cH:19][c:20]([C:21]#[N:22])[cH:23][cH:24]1.[H-:25].[Na+:26].[O:28]1[CH2:29][CH2:30][CH2:31][CH2:32]1.[OH2:27]>>[CH3:1][c:2]1[c:3]([CH2:13][CH2:14][O:15][c:17]2[cH:18][cH:19][c:20]([C:21]#[N:22])[cH:23][cH:24]2)[n:4][c:5](-[c:7]2[cH:8][cH:9][cH:10][cH:11][cH:12]2)[o:6]1. Reactants: OCC1N(CCN(C1)CC1=CC=CC=C1)CC1=CC=CC=C1 (2-hydroxymethyl-1,4-di-phenylmethyl piperazine), C([O-])(O)=O.[Na+] (sodium bicarbonate), C(C)N(CC)S(F)(F)F (diethylamino-sulfur trifluoride). The reagents and catalysts are aqueous saturated solution. The solvent is ClCCl (dichloromethane), ClCCl (dichloromethane). Conditions: temperature -50 celsius, time 30 minute. Yields the product FCC1N(CCN(C1)CC1=CC=CC=C1)CC1=CC=CC=C1 (2-FLUOROMETHYL-1,4-DI-PHENYLMETHYL PIPERAZINE). Isolated yield 108.4%. As a reaction SMILES: C(N(S(F)(F)[F:7])CC)C.O[CH2:11][CH:12]1[CH2:17][N:16]([CH2:18][C:19]2[CH:24]=[CH:23][CH:22]=[CH:21][CH:20]=2)[CH2:15][CH2:14][N:13]1[CH2:25][C:26]1[CH:31]=[CH:30][CH:29]=[CH:28][CH:27]=1.C(=O)(O)[O-].[Na+]>ClCCl>[F:7][CH2:11][CH:12]1[CH2:17][N:16]([CH2:18][C:19]2[CH:24]=[CH:23][CH:22]=[CH:21][CH:20]=2)[CH2:15][CH2:14][N:13]1[CH2:25][C:26]1[CH:31]=[CH:30][CH:29]=[CH:28][CH:27]=1 |f:2.3|. Procedure: To a solution of 0.6 g (3.7 mmol) of diethylamino-sulfur trifluoride in 5 ml dichloromethane cooled at -78° C. under nitrogen was added dropwise a solution of 1 g (3.4 mmol) of 2-hydroxymethyl-1,4-di-phenylmethyl piperazine in 5 ml dichloromethane. The temperature of the solution was allowed to warm to -50° C. in 30 mn then to C. in 1 hr 30 min. The solution was stirred two more hours at room temperature and cooled back to +5° C. A few drops of aqueous saturated solution of sodium bicarbonate we... Reactants: FC(C(=O)O)(F)F (Trifluoroacetic acid), C(C)(C)(C)OC(=O)N1CCC(CC1)CN1CCN(CC1)C1=CC=C(C=C1)OCC1CCN2C(O1)=NC(=C2)[N+](=O)[O-] (4-{4-[4-(2-nitro-6,7-dihydro-5H-imidazo[2,1-b][1,3]oxazin-7-ylmethoxy)phenyl]piperazin-1-ylmethyl}piperidine-1-carboxylic acid tert-butyl ester), C([O-])([O-])=O.[K+].[K+] (potassium carbonate). Run in C(Cl)Cl (methylene chloride). Conditions: time 1 hour. The product is [N+](=O)([O-])C=1N=C2OC(CCN2C1)COC1=CC=C(C=C1)N1CCN(CC1)CC1CCN(CC1)CC1=CC=C(C=C1)C(F)(F)F (2-nitro-7-(4-{4-[1-(4-trifluoromethylbenzyl)piperidin-4-ylmethyl]piperazin-1-yl}phenoxymethyl)-6,7-dihydro-5H-imidazo[2,1-b][1,3]oxazine). Reaction SMILES: [F:1][C:2]([F:7])([F:6])[C:3](O)=O.C(O[C:13]([N:15]1[CH2:20][CH2:19][CH:18]([CH2:21][N:22]2[CH2:27][CH2:26][N:25]([C:28]3[CH:33]=[CH:32][C:31]([O:34][CH2:35][CH:36]4[O:41][C:40]5=[N:42][C:43]([N+:45]([O-:47])=[O:46])=[CH:44][N:39]5[CH2:38][CH2:37]4)=[CH:30][CH:29]=3)[CH2:24][CH2:23]2)[CH2:17][CH2:16]1)=O)(C)(C)C.C(=O)([O-])[O-].[K+].[K+]>C(Cl)Cl>[N+:45]([C:43]1[N:42]=[C:40]2[N:39]([CH:44]=1)[CH2:38][CH2:37][CH:36]([CH2:35][O:34][C:31]1[CH:32]=[CH:33][C:28]([N:25]3[CH2:24][CH2:23][N:22]([CH2:21][CH:18]4[CH2:19][CH2:20][N:15]([CH2:13][C:18]5[CH:19]=[CH:20][C:3]([C:2]([F:7])([F:6])[F:1])=[CH:16][CH:17]=5)[CH2:16][CH2:17]4)[CH2:27][CH2:26]3)=[CH:29][CH:30]=1)[O:41]2)([O-:47])=[O:46] |f:2.3.4|. Reported procedure: Trifluoroacetic acid (1.5 ml) was added to a methylene chloride solution (1.5 ml) of 4-{4-[4-(2-nitro-6,7-dihydro-5H-imidazo[2,1-b][1,3]oxazin-7-ylmethoxy)phenyl]piperazin-1-ylmethyl}piperidine-1-carboxylic acid tert-butyl ester (300 mg), and the mixture was stirred at room temperature for 1 hour. The reaction mixture was concentrated under reduced pressure, methylene chloride (1.5 ml) and triethylamine (1.5 ml) were added to the residue, and the result was stirred at room temperature for 5 minu...